describe an organic reaction: reactants, conditions, products, and yield From a dataset of the Open Reaction Database (ORD), a public repository of structured organic reaction records. Reactants: O=C1CCC(=O)N1Br, ClCCl, COc1cc(C)ccc1Cl. Yields the product COc1cc(CBr)ccc1Cl. RXN SMILES: [Br:11][N:12]1[C:13](=[O:14])[CH2:15][CH2:16][C:17]1=[O:18].[Cl:19][CH2:20][Cl:21].[Cl:1][c:2]1[c:3]([O:9][CH3:10])[cH:4][c:5]([CH3:8])[cH:6][cH:7]1>>[Cl:1][c:2]1[c:3]([O:9][CH3:10])[cH:4][c:5]([CH2:8][Br:11])[cH:6][cH:7]1. Starting materials: COC(=O)C(N)Cc1ccc([N+](=O)[O-])cc1, CCN(C(C)C)C(C)C, ClCCl, Cl, [N-]=[N+]=NCCC1(C(=O)O)CCCC1, CN(C)C=O, O. Product: COC(=O)C(Cc1ccc([N+](=O)[O-])cc1)NC(=O)C1(CCN=[N+]=[N-])CCCC1. As a reaction SMILES: [CH3:2][O:3][C:4]([CH:5]([NH2:6])[CH2:7][c:8]1[cH:9][cH:10][c:11]([N+:14](=[O:15])[O-:16])[cH:12][cH:13]1)=[O:17].[CH:31]([N:32]([CH:33]([CH3:34])[CH3:35])[CH2:36][CH3:37])([CH3:38])[CH3:39].[Cl:40][CH2:41][Cl:42].[ClH:1].[N:18](=[N+:19]=[N-:20])[CH2:21][CH2:22][C:23]1([C:28](=[O:29])[OH:30])[CH2:24][CH2:25][CH2:26][CH2:27]1.[O:43]=[CH:44][N:45]([CH3:46])[CH3:47].[OH2:48]>>[CH3:2][O:3][C:4]([CH:5]([NH:6][C:28]([C:23]1([CH2:22][CH2:21][N:18]=[N+:19]=[N-:20])[CH2:24][CH2:25][CH2:26][CH2:27]1)=[O:29])[CH2:7][c:8]1[cH:9][cH:10][c:11]([N+:14](=[O:15])[O-:16])[cH:12][cH:13]1)=[O:17]. Reactants: CSc1sc(C(=N)NC(=O)OC(C)(C)C)cc1S(=O)(=O)c1cnc(Cl)c(Br)c1, C1CCOC1, NCc1ccncc1. Product: CSc1sc(C(=N)NC(=O)OC(C)(C)C)cc1S(=O)(=O)c1cnc(NCc2ccncc2)c(Br)c1. RXN SMILES: [C:1]([CH3:2])([CH3:3])([CH3:4])[O:5][C:6]([NH:7][C:8](=[NH:9])[c:10]1[s:11][c:12]([S:26][CH3:27])[c:13]([S:15](=[O:16])(=[O:17])[c:18]2[cH:19][n:20][c:21]([Cl:25])[c:22]([Br:24])[cH:23]2)[cH:14]1)=[O:28].[CH2:37]1[O:38][CH2:39][CH2:40][CH2:41]1.[NH2:29][CH2:30][c:31]1[cH:32][cH:33][n:34][cH:35][cH:36]1>>[C:1]([CH3:2])([CH3:3])([CH3:4])[O:5][C:6]([NH:7][C:8](=[NH:9])[c:10]1[s:11][c:12]([S:26][CH3:27])[c:13]([S:15](=[O:16])(=[O:17])[c:18]2[cH:19][n:20][c:21]([NH:29][CH2:30][c:31]3[cH:32][cH:33][n:34][cH:35][cH:36]3)[c:22]([Br:24])[cH:23]2)[cH:14]1)=[O:28]. Starting materials: EtOAc NaHCO3(sat), CC1=C(C(=O)O)C=CC(=C1)C (2,4-dimethylbenzoic acid), C(CCl)Cl (EDC), OCC1=CC=C(C=C1)C(CNC(OC(C)(C)C)=O)C(=O)NC=1C=C2C=CN=CC2=CC1 (tert-butyl 2-(4-(hydroxymethyl)phenyl)-3-(isoquinolin-6-ylamino)-3-oxopropylcarbamate). Reagents/catalysts: CN(C)C=1C=CN=CC1 (DMAP). Run in N1=CC=CC=C1 (pyridine). Conditions: time 8 hour. The product is CC1=C(C(=O)OCC2=CC=C(C=C2)C(C(=O)NC=2C=C3C=CN=CC3=CC2)CNC(=O)OC(C)(C)C)C=CC(=C1)C (4-(3-(tert-butoxycarbonylamino)-1-(isoquinolin-6-ylamino)-1-oxopropan-2-yl)benzyl 2,4-dimethylbenzoate). Reaction SMILES: [CH3:1][C:2]1[CH:10]=[C:9]([CH3:11])[CH:8]=[CH:7][C:3]=1[C:4]([OH:6])=[O:5].C(Cl)CCl.O[CH2:17][C:18]1[CH:23]=[CH:22][C:21]([CH:24]([C:34]([NH:36][C:37]2[CH:38]=[C:39]3[C:44](=[CH:45][CH:46]=2)[CH:43]=[N:42][CH:41]=[CH:40]3)=[O:35])[CH2:25][NH:26][C:27](=[O:33])[O:28][C:29]([CH3:32])([CH3:31])[CH3:30])=[CH:20][CH:19]=1>N1C=CC=CC=1.CN(C1C=CN=CC=1)C>[CH3:1][C:2]1[CH:10]=[C:9]([CH3:11])[CH:8]=[CH:7][C:3]=1[C:4]([O:6][CH2:17][C:18]1[CH:19]=[CH:20][C:21]([CH:24]([CH2:25][NH:26][C:27]([O:28][C:29]([CH3:32])([CH3:31])[CH3:30])=[O:33])[C:34]([NH:36][C:37]2[CH:38]=[C:39]3[C:44](=[CH:45][CH:46]=2)[CH:43]=[N:42][CH:41]=[CH:40]3)=[O:35])=[CH:22][CH:23]=1)=[O:5]. Reported procedure: To 2,4-dimethylbenzoic acid in pyridine was added EDC, DMAP, and tert-butyl 2-(4-(hydroxymethyl)phenyl)-3-(isoquinolin-6-ylamino)-3-oxopropylcarbamate (E139), and the solution was capped and stirred overnight. The mixture was poured into EtOAc/NaHCO3(sat) and the aqueous layer was further extracted with EtOAc. The organics were dried (MgSO4), filtered, and evaporated. Column chromatography (SiO2, 0-5% MeOH/CH2Cl2 gradient) gave pure 4-(3-(tert-butoxycarbonylamino)-1-(isoquinolin-6-ylamino)-1-oxo...